This data is from the Open Reaction Database (ORD), a public repository of structured organic reaction records. The task is: describe an organic reaction: reactants, conditions, products, and yield Reactants: BrC=1C=NC2=CC=C(C=C2C1)CC1=NN=C(O1)N (5-(3-bromo-quinolin-6-ylmethyl)-[1,3,4]oxadiazol-2-ylamine), O.NN (hydrazine hydrate). Solvent: O (water). Run at temperature 170 celsius, time 1 hour. Yields the product BrC=1C=NC2=CC=C(C=C2C1)CC=1N(C(=NN1)N)N (5-(3-Bromo-quinolin-6-ylmethyl)-[1,2,4]triazole-3,4-diamine). Yield: 49.0%. As a reaction SMILES: [Br:1][C:2]1[CH:3]=[N:4][C:5]2[C:10]([CH:11]=1)=[CH:9][C:8]([CH2:12][C:13]1O[C:16]([NH2:18])=[N:15][N:14]=1)=[CH:7][CH:6]=2.O.[NH2:20][NH2:21]>O>[Br:1][C:2]1[CH:3]=[N:4][C:5]2[C:10]([CH:11]=1)=[CH:9][C:8]([CH2:12][C:13]1[N:20]([NH2:21])[C:16]([NH2:18])=[N:15][N:14]=1)=[CH:7][CH:6]=2 |f:1.2|. Procedure details: A mixture of 5-(3-bromo-quinolin-6-ylmethyl)-[1,3,4]oxadiazol-2-ylamine (3.53 g, 11.6 mmol), hydrazine hydrate (30 mL) and water (15 mL) was heated in a microwave vial at 170° C. and 2 bar of pressure for 1 hour. After cooling the formed solid was collected via filtration and washed with cold methanol and dried to return the title compound as white solid (1.79 g, 5.6 mmol, 49%). 1H NMR (DMSO-d6): δ 4.13 (2H, s), 5.46 (s, 2H), 5.56 (s, 2H), 7.23 (d, 1H), 7.81 (s, 1H), 7.98 (d, 1H), 8.71 (d, 1H); ... Starting materials: C([O-])(O)=O.[Na+] (sodium bicarbonate), C[Si](C)(C)C#N (trimethylsilyl cyanide), CN(C(=O)Cl)C (dimethylcarbamoyl chloride), FC(C(OC1=NC2=CC=CC=C2N=C1N(S(=O)(=O)CCC)COCC[Si](C)(C)C)C1=CC=[N+](C=C1)[O-])(F)F (4-(2,2,2-trifluoro-1-(3-(N-((2-(trimethylsilyl)ethoxy)methyl) propylsulfonamido)quinoxalin-2-yloxy)ethyl)pyridine 1-oxide). The solvent is O (water), ClCCl (dichloromethane). The product is C(#N)C1=NC=CC(=C1)C(C(F)(F)F)OC=1C(=NC2=CC=CC=C2N1)N(S(=O)(=O)CCC)COCC[Si](C)(C)C (N-(3-(1-(2-cyanopyridin-4-yl)-2,2,2-trifluoroethoxy) quinoxalin-2-yl)-N-((2-(trimethylsilyl)ethoxy)methyl) propane-1-sulfonamide). Isolated yield 102.1%. As a reaction SMILES: [F:1][C:2]([F:38])([F:37])[CH:3]([C:30]1[CH:35]=[CH:34][N+:33]([O-])=[CH:32][CH:31]=1)[O:4][C:5]1[C:14]([N:15]([CH2:22][O:23][CH2:24][CH2:25][Si:26]([CH3:29])([CH3:28])[CH3:27])[S:16]([CH2:19][CH2:20][CH3:21])(=[O:18])=[O:17])=[N:13][C:12]2[C:7](=[CH:8][CH:9]=[CH:10][CH:11]=2)[N:6]=1.C[Si]([C:43]#[N:44])(C)C.CN(C)C(Cl)=O.C(=O)(O)[O-].[Na+]>ClCCl.O>[C:43]([C:34]1[CH:35]=[C:30]([CH:3]([O:4][C:5]2[C:14]([N:15]([CH2:22][O:23][CH2:24][CH2:25][Si:26]([CH3:29])([CH3:28])[CH3:27])[S:16]([CH2:19][CH2:20][CH3:21])(=[O:18])=[O:17])=[N:13][C:12]3[C:7]([N:6]=2)=[CH:8][CH:9]=[CH:10][CH:11]=3)[C:2]([F:38])([F:37])[F:1])[CH:31]=[CH:32][N:33]=1)#[N:44] |f:3.4|. Procedure: Compound B4 (210 mg, 0.367 mmol) obtained in Step 1 was dissolved in dichloromethane (4 mL). To the solution were added trimethylsilyl cyanide (0.25 mL, 1.8 mmol) and dimethylcarbamoyl chloride (0.17 mL, 1.8 mmol), and the mixture was refluxed for 24 hours. A saturated aqueous sodium bicarbonate solution and water were added to the reaction mixture. Extraction with ethyl acetate and drying over anhydrous sodium sulfate were performed. After filtration, the solvent in the filtrate was evaporated ... Reactants: C(C)(=O)O.O[C@@H]1[C@]2(C)[C@@H](CC1)[C@@H]1[C@@H](C=C3CC(CC[C@@H]3[C@H]1CC2)=O)C (17β-hydroxy-7α-methyl-estr-5-en-3-one acetate). Run in O1CCCC1 (tetrahydrofuran). Conditions: time 16 hour. Product: C(C)(=O)O.C[C@H]1[C@H]2[C@@H]3CC[C@@H]([C@@]3(C)CC[C@@H]2[C@H]2CC[C@@H](CC2=C1)O)O (7α-methyl-estr-5-ene-3β,17β-diol acetate). As a reaction SMILES: [C:1]([OH:4])(=[O:3])[CH3:2].[OH:5][C@H:6]1[CH2:11][CH2:10][C@H:9]2[C@H:12]3[C@H:21]([CH2:22][CH2:23][C@:7]12[CH3:8])[C@@H:20]1[C:15]([CH2:16][C:17](=[O:24])[CH2:18][CH2:19]1)=[CH:14][C@H:13]3[CH3:25]>O1CCCC1>[C:1]([OH:4])(=[O:3])[CH3:2].[CH3:25][C@@H:13]1[CH:14]=[C:15]2[C@H:20]([CH2:19][CH2:18][C@H:17]([OH:24])[CH2:16]2)[C@@H:21]2[C@@H:12]1[C@H:9]1[C@@:7]([CH2:23][CH2:22]2)([CH3:8])[C@@H:6]([OH:5])[CH2:11][CH2:10]1 |f:0.1,3.4|. Procedure details: A solution of 17β-hydroxy-7α-methyl-estr-5-en-3-one acetate dissolved in tetrahydrofuran is purged with nitrogen and slowly added to a suspension of lithium tertiarybutoxyaluminum hydride also purged with nitrogen. The mixture is stirred at room temperature for about 16 hours and excess hydride is destroyed by cautiously adding a solution of sodium potassium tartrate. The solid which forms is removed by filtration and the filtrate is extracted with methylene chloride. The combined methylene chlo... Reactants: O=C(O)C1CCC1, [Cl-], Nc1ccc(C(=O)O)c([N+](=O)[O-])c1. Product: O=C(O)c1ccc(NC(=O)C2CCC2)cc1[N+](=O)[O-]. As a reaction SMILES: [CH:15]1([C:19](=[O:20])[OH:21])[CH2:16][CH2:17][CH2:18]1.[Cl-:14].[NH2:1][c:2]1[cH:3][c:4]([N+:11](=[O:12])[O-:13])[c:5]([C:6](=[O:7])[OH:8])[cH:9][cH:10]1>>[NH:1]([c:2]1[cH:3][c:4]([N+:11](=[O:12])[O-:13])[c:5]([C:6](=[O:7])[OH:8])[cH:9][cH:10]1)[C:19]([CH:15]1[CH2:16][CH2:17][CH2:18]1)=[O:20]. The reactants are CS(=O)(=O)O (methane sulfonic acid), BrC=1C=C2CCC(C2=CC1)=O (5-bromo-2,3-dihydro-1H-inden-1-one), [N-]=[N+]=[N-].[Na+] (sodium azide). The solvent is C(Cl)Cl (DCM). Run at time 8 hour. Yields the product BrC=1C=C2CCNC(C2=CC1)=O (6-Bromo-3,4-dihydroisoquinolin-1(2H)-one). The yield is 42.9%. As a reaction SMILES: [Br:1][C:2]1[CH:3]=[C:4]2[C:8](=[CH:9][CH:10]=1)[C:7](=[O:11])[CH2:6][CH2:5]2.CS(O)(=O)=O.[N-:17]=[N+]=[N-].[Na+]>C(Cl)Cl>[Br:1][C:2]1[CH:3]=[C:4]2[C:8](=[CH:9][CH:10]=1)[C:7](=[O:11])[NH:17][CH2:6][CH2:5]2 |f:2.3|. Reported procedure: 5-bromo-2,3-dihydro-1H-inden-1-one (1K1) (9.48 mmol, 2 g) was dissolved in DCM (35 ml) and methane sulfonic acid (95 mmol, 9.11 g) was added. The reaction mixture was cooled to 0° C. before portionwise addition of sodium azide (28.4 mmol, 1.85 g). Once addition was complete the mixture was allowed to warm to room temperature and stirred overnight. The reaction mixture was partitioned between DCM and NaOH (2M, 50 ml). The phases were separated and the aqueous layer was extracted twice more with D... Run at temperature 0 celsius. RXN SMILES: [N+](=[CH:3][C:4](=[O:14])[CH2:5][C:6]1[CH:11]=[CH:10][C:9]([O:12][CH3:13])=[CH:8][CH:7]=1)=[N-].Cl[O:16][C:17]([CH3:20])(C)C.[CH2:21]([OH:23])[CH3:22]>>[CH2:21]([O:23][CH:3]([O:16][CH2:17][CH3:20])[C:4](=[O:14])[CH2:5][C:6]1[CH:11]=[CH:10][C:9]([O:12][CH3:13])=[CH:8][CH:7]=1)[CH3:22]. Procedure details: Under an argon atmosphere, 1-diazo-3-(4-methoxyphenyl)propan-2-one (62) (477 mg, 2.51 mmol) was dissolved in anhydrous ethanol (5 mL) and cooled to 0° C. To this was added tert-butyl hypochloride (285 μL, 2.52 mmol) and stirred for an hour at the same temperature. After concentrating under reduced pressure, the residue was purified by silica gel flash column chromatography (n-hexane/ethyl acetate═10/1) to give 1,1-diethoxy-3-(4-methoxyphenyl)propan-2-one (63) as a colorless oily substance (357 m... The reactants are [N+](=[N-])=CC(CC1=CC=C(C=C1)OC)=O (1-diazo-3-(4-methoxyphenyl)propan-2-one), C(C)O (ethanol), ClOC(C)(C)C (tert-butyl hypochloride). The product is C(C)OC(C(CC1=CC=C(C=C1)OC)=O)OCC (1,1-diethoxy-3-(4-methoxyphenyl)propan-2-one). Reactants: O=C([O-])[O-], COS(=O)(=O)OC, CN(C)C=O, COC(=O)c1cc(Cl)c(O)c(OC(F)(F)F)c1, [K+], [K+], O. Yields the product COC(=O)c1cc(Cl)c(OC)c(OC(F)(F)F)c1. Reaction SMILES: [C:18](=[O:19])([O-:20])[O-:21].[CH3:24][O:25][S:26](=[O:27])(=[O:28])[O:29][CH3:30].[CH3:32][N:33]([CH3:34])[CH:35]=[O:36].[Cl:1][c:2]1[cH:3][c:4]([C:5](=[O:6])[O:7][CH3:8])[cH:9][c:10]([O:13][C:14]([F:15])([F:16])[F:17])[c:11]1[OH:12].[K+:22].[K+:23].[OH2:31]>>[Cl:1][c:2]1[cH:3][c:4]([C:5](=[O:6])[O:7][CH3:8])[cH:9][c:10]([O:13][C:14]([F:15])([F:16])[F:17])[c:11]1[O:12][CH3:18].